This data is from the Open Reaction Database (ORD), a public repository of structured organic reaction records. The task is: describe an organic reaction: reactants, conditions, products, and yield Yields the product FC1=CC(=C(C=C1)C1=NC(=NC=N1)NC1=CC(=CC=C1)CS(=O)(=O)C)OCC1(CC1)C (4-{4-Fluoro-2-[(1-methylcyclopropyl)methoxy]phenyl}-N-{3-[(methylsulfonyl)-methyl]-phenyl}-1,3,5-triazin-2-amine). The reactants are FC1=C(C=CC(=C1)F)C1=NC(=NC=N1)NC1=CC(=CC=C1)CS(=O)(=O)C (4-(2,4-difluorophenyl)-N-{3-[(methylsulfonyl)methyl]phenyl}-1,3,5-triazin-2-amine), intermediate 42.1, CC1(CC1)CO (1-methylcyclopropanmethanol). As a reaction SMILES: F[C:2]1[CH:7]=[C:6]([F:8])[CH:5]=[CH:4][C:3]=1[C:9]1[N:14]=[CH:13][N:12]=[C:11]([NH:15][C:16]2[CH:21]=[CH:20][CH:19]=[C:18]([CH2:22][S:23]([CH3:26])(=[O:25])=[O:24])[CH:17]=2)[N:10]=1.[CH3:27][C:28]1([CH2:31][OH:32])[CH2:30][CH2:29]1>>[F:8][C:6]1[CH:5]=[CH:4][C:3]([C:9]2[N:14]=[CH:13][N:12]=[C:11]([NH:15][C:16]3[CH:21]=[CH:20][CH:19]=[C:18]([CH2:22][S:23]([CH3:26])(=[O:25])=[O:24])[CH:17]=3)[N:10]=2)=[C:2]([O:32][CH2:31][C:28]2([CH3:27])[CH2:30][CH2:29]2)[CH:7]=1. Procedure: Starting with 4-(2,4-difluorophenyl)-N-{3-[(methylsulfonyl)methyl]phenyl}-1,3,5-triazin-2-amine (75 mg; 0.19 mmol), intermediate 42.1, and 1-methylcyclopropanmethanol (76.3 mg; 0.841 mmol), example 49 was prepared analogously to the procedure for the preparation of example 42. Starting materials: CC(C)(C)[Si](C)(C)OCC(COCc1ccccc1)NC(c1ccccc1)(c1ccccc1)c1ccccc1, CC(=O)O, ClCCl, N#N, [Na+], [OH-]. Product: CC(C)(C)[Si](C)(C)OCC(N)COCc1ccccc1. RXN SMILES: [CH2:1]([c:2]1[cH:3][cH:4][cH:5][cH:6][cH:7]1)[O:8][CH2:9][CH:10]([CH2:11][O:12][Si:13]([CH3:14])([CH3:15])[C:16]([CH3:17])([CH3:18])[CH3:19])[NH:20][C:21]([c:22]1[cH:23][cH:24][cH:25][cH:26][cH:27]1)([c:28]1[cH:29][cH:30][cH:31][cH:32][cH:33]1)[c:34]1[cH:35][cH:36][cH:37][cH:38][cH:39]1.[CH3:47][C:48](=[O:49])[OH:50].[Cl:44][CH2:45][Cl:46].[N:40]#[N:41].[Na+:43].[OH-:42]>>[CH2:1]([c:2]1[cH:3][cH:4][cH:5][cH:6][cH:7]1)[O:8][CH2:9][CH:10]([CH2:11][O:12][Si:13]([CH3:14])([CH3:15])[C:16]([CH3:17])([CH3:18])[CH3:19])[NH2:20]. Reactants: COC(=O)c1ccc(CBr)cc1, CC(C)c1ccc(S(=O)(=O)NC(=O)Cc2ccc3c(c2)OCO3)cc1. The product is COC(=O)c1ccc(CC(C(=O)NS(=O)(=O)c2ccc(C(C)C)cc2)c2ccc3c(c2)OCO3)cc1. As a reaction SMILES: [Br:26][CH2:27][c:28]1[cH:29][cH:30][c:31]([C:32](=[O:33])[O:34][CH3:35])[cH:36][cH:37]1.[CH2:1]1[O:2][c:3]2[cH:4][c:5]([CH2:10][C:11](=[O:12])[NH:13][S:14](=[O:15])(=[O:16])[c:17]3[cH:18][cH:19][c:20]([CH:23]([CH3:24])[CH3:25])[cH:21][cH:22]3)[cH:6][cH:7][c:8]2[O:9]1>>[CH2:1]1[O:2][c:3]2[cH:4][c:5]([CH:10]([C:11](=[O:12])[NH:13][S:14](=[O:15])(=[O:16])[c:17]3[cH:18][cH:19][c:20]([CH:23]([CH3:24])[CH3:25])[cH:21][cH:22]3)[CH2:27][c:28]3[cH:29][cH:30][c:31]([C:32](=[O:33])[O:34][CH3:35])[cH:36][cH:37]3)[cH:6][cH:7][c:8]2[O:9]1. As a reaction SMILES: [CH3:23][OH:24].[Pt:25]=[O:26].[c:1]1([C:7]#[C:8][c:9]2[nH:10][c:11]3[cH:12][cH:13][cH:14][c:15]4[c:16]3[c:17]2[CH2:18][CH2:19][NH:20][C:21]4=[O:22])[cH:2][cH:3][cH:4][cH:5][cH:6]1>>[c:1]1([CH2:7][CH2:8][c:9]2[nH:10][c:11]3[cH:12][cH:13][cH:14][c:15]4[c:16]3[c:17]2[CH2:18][CH2:19][NH:20][C:21]4=[O:22])[cH:2][cH:3][cH:4][cH:5][cH:6]1. The reactants are CO, O=[Pt], O=C1NCCc2c(C#Cc3ccccc3)[nH]c3cccc1c23. The product is O=C1NCCc2c(CCc3ccccc3)[nH]c3cccc1c23. Reactants: F[B-](F)(F)F, C1COCCN1, CCN(C(C)C)C(C)C, CC1CN(c2cc(=O)c3cc(C(=O)O)cc(C4CCCN4c4cccc(F)c4)c3o2)CCO1, CN(C)C=O, CN(C)C(On1nnc2ccccc21)=[N+](C)C. The product is CC1CN(c2cc(=O)c3cc(C(=O)N4CCOCC4)cc(C4CCCN4c4cccc(F)c4)c3o2)CCO1. RXN SMILES: [B-:1]([F:2])([F:3])([F:4])[F:5].[CH2:65]1[CH2:66][O:67][CH2:68][CH2:69][NH:70]1.[CH:56]([N:57]([CH2:58][CH3:59])[CH:60]([CH3:61])[CH3:62])([CH3:63])[CH3:64].[F:23][c:24]1[cH:25][c:26]([N:30]2[CH:31]([c:35]3[cH:36][c:37]([C:53](=[O:54])[OH:55])[cH:38][c:39]4[c:40](=[O:52])[cH:41][c:42]([N:45]5[CH2:46][CH:47]([CH3:51])[O:48][CH2:49][CH2:50]5)[o:43][c:44]34)[CH2:32][CH2:33][CH2:34]2)[cH:27][cH:28][cH:29]1.[O:71]=[CH:72][N:73]([CH3:74])[CH3:75].[n:6]1([O:7][C:8]([N:9]([CH3:10])[CH3:11])=[N+:12]([CH3:13])[CH3:14])[c:15]2[cH:16][cH:17][cH:18][cH:19][c:20]2[n:21][n:22]1>>[F:23][c:24]1[cH:25][c:26]([N:30]2[CH:31]([c:35]3[cH:36][c:37]([C:53](=[O:55])[N:70]4[CH2:65][CH2:66][O:67][CH2:68][CH2:69]4)[cH:38][c:39]4[c:40](=[O:52])[cH:41][c:42]([N:45]5[CH2:46][CH:47]([CH3:51])[O:48][CH2:49][CH2:50]5)[o:43][c:44]34)[CH2:32][CH2:33][CH2:34]2)[cH:27][cH:28][cH:29]1. Reactants: BrC1=CC=C(C=C1)[N-]C(C=C(C)C)=O ((4-bromophenyl) 3,3-dimethylacryloylamide), [Cl-].[Al+3].[Cl-].[Cl-] (aluminum chloride), [Cl-].[Al+3].[Cl-].[Cl-] (aluminum chloride). Reaction conditions: temperature 130 celsius, time 1 hour. The product is CC1(CC(NC2=CC=C(C=C12)Br)=O)C (4,4-dimethyl-6-bromo-2-oxo-quinoline). Reaction SMILES: [Br:1][C:2]1[CH:7]=[CH:6][C:5]([N-:8][C:9](=[O:14])[CH:10]=[C:11]([CH3:13])[CH3:12])=[CH:4][CH:3]=1.[Cl-].[Al+3].[Cl-].[Cl-]>>[CH3:13][C:11]1([CH3:12])[C:4]2[C:5](=[CH:6][CH:7]=[C:2]([Br:1])[CH:3]=2)[NH:8][C:9](=[O:14])[CH2:10]1 |f:1.2.3.4|. Procedure: To 1.0 g (3.9 mmol) of (4-bromophenyl) 3,3-dimethylacryloylamide heated to 130 degrees C. was added 0.526 g (3.94 mmol) of aluminum chloride over a period of 30 minutes. The reaction mixture was heated for an additional 30 minutes. The mixture was treated again with 0.079 g (0.592 mmol) of aluminum chloride and heated at 130 degrees C. for 1 hour and 40 minutes. The reaction mixture was extracted with 20 ml ether and the combined organics washed with 20 ml water, 20 ml brine and dried (MgSO4). S...